This data is from the Open Reaction Database (ORD), a public repository of structured organic reaction records. The task is: describe an organic reaction: reactants, conditions, products, and yield Procedure: 176 mg (0.75 mmol) of 2-chloro-4-(methylsulfonyl)benzoyl chloride, 145 mg (1.0 mmol) of 5-amino-1-(2-methoxyethyl)tetrazole in 2 ml of pyridine are stirred at 60° C. for 12 h. 0.1 ml of water is then added, the mixture is stirred at 60° C. for 30 min and EA and 2N HCl are added. The organic phase is separated off and washed with 2N HCl and brine, dried over Na2SO4, concentrated and purified by RP—HPLC (acetonitrile/water). Yield 66 mg (23%). Solvent: CC(OCC)=O (EA), N1=CC=CC=C1 (pyridine). Starting materials: Cl (HCl), ClC1=C(C(=O)Cl)C=CC(=C1)S(=O)(=O)C (2-chloro-4-(methylsulfonyl)benzoyl chloride), NC1=NN=NN1CCOC (5-amino-1-(2-methoxyethyl)tetrazole), O (water). Product: ClC1=C(C(=O)NC2=NN=NN2CCOC)C=CC(=C1)S(=O)(=O)C (2-chloro-4-(methylsulfonyl)-N-(1-(2-methoxyethyl)tetrazol-5-yl)-benzamide). As a reaction SMILES: [Cl:1][C:2]1[CH:10]=[C:9]([S:11]([CH3:14])(=[O:13])=[O:12])[CH:8]=[CH:7][C:3]=1[C:4](Cl)=[O:5].[NH2:15][C:16]1[N:20]([CH2:21][CH2:22][O:23][CH3:24])[N:19]=[N:18][N:17]=1.O.Cl>N1C=CC=CC=1.CC(=O)OCC>[Cl:1][C:2]1[CH:10]=[C:9]([S:11]([CH3:14])(=[O:13])=[O:12])[CH:8]=[CH:7][C:3]=1[C:4]([NH:15][C:16]1[N:20]([CH2:21][CH2:22][O:23][CH3:24])[N:19]=[N:18][N:17]=1)=[O:5]. Conditions: temperature 60 celsius, time 30 minute. Reactants: N1N=CC(=C1)C1=CC2=C(C=N1)C=NN2C2=CC=CC(=N2)N2CCN(CCC2)C(=O)OC(C)(C)C (tert-butyl 4-(6-(6-(1H-pyrazol-4-yl)-1H-pyrazolo[4,3-c]pyridin-1-yl)pyridin-2-yl)-1,4-diazepane-1-carboxylate), FC(S(=O)(=O)OCC(F)(F)F)(F)F (2,2,2-trifluoroethyl trifluoromethanesulfonate). Product: N1(CCNCCC1)C1=CC=CC(=N1)N1N=CC=2C=NC(=CC21)C=2C=NN(C2)CC(F)(F)F (1-(6-(1,4-Diazepan-1-yl)pyridin-2-yl)-6-(1-(2,2,2-trifluoroethyl)-1H-pyrazol-4-yl)-1H-pyrazolo[4,3-c]pyridine). Yield: 31.0%. As a reaction SMILES: [NH:1]1[CH:5]=[C:4]([C:6]2[N:11]=[CH:10][C:9]3[CH:12]=[N:13][N:14]([C:15]4[N:20]=[C:19]([N:21]5[CH2:27][CH2:26][CH2:25][N:24](C(OC(C)(C)C)=O)[CH2:23][CH2:22]5)[CH:18]=[CH:17][CH:16]=4)[C:8]=3[CH:7]=2)[CH:3]=[N:2]1.FC(F)(F)S(O[CH2:41][C:42]([F:45])([F:44])[F:43])(=O)=O>>[N:21]1([C:19]2[N:20]=[C:15]([N:14]3[C:8]4[CH:7]=[C:6]([C:4]5[CH:5]=[N:1][N:2]([CH2:41][C:42]([F:45])([F:44])[F:43])[CH:3]=5)[N:11]=[CH:10][C:9]=4[CH:12]=[N:13]3)[CH:16]=[CH:17][CH:18]=2)[CH2:27][CH2:26][CH2:25][NH:24][CH2:23][CH2:22]1. Procedure: Following the procedures as described in Example 61 and starting with tert-butyl 4-(6-(6-(1H-pyrazol-4-yl)-1H-pyrazolo[4,3-c]pyridin-1-yl)pyridin-2-yl)-1,4-diazepane-1-carboxylate and 2,2,2-trifluoroethyl trifluoromethanesulfonate, 154 was obtained as white solid (45 mg, 31%) over two steps. 1H NMR (500 MHz, CDCl3) δ (ppm) 9.060-9.062 (d, J=1 Hz, 1H), 8.76 (s, 1H), 8.24 (s, 1H), 8.16 (s, 1H), 8.05 (s, 1H), 7.60-7.63 (t, J=16 Hz, 1H), 7.26-7.28 (t, J=7.5 Hz, 1H), 6.42-6.43 (d, J=8.5 Hz, 1H), 4.75... Starting materials: BrC1=CC=CC=2C3=C(NC12)C1CCN(C3)CC1 (7-bromo-3,4,5,6-tetrahydro-1H-2,5-ethanoazepino[4,3-b]indole), N1=CC=C(C=C1)B(O)O (pyridine-4-boronic acid). Product: N1=CC=C(C=C1)C1=CC=CC=2C3=C(NC12)C1CCN(C3)CC1 (7-(pyridin-4-yl)-3,4,5,6-tetrahydro-1H-2,5-ethanoazepino[4,3-b]indole). As a reaction SMILES: Br[C:2]1[C:10]2[NH:9][C:8]3[CH:11]4[CH2:17][CH2:16][N:14]([CH2:15][C:7]=3[C:6]=2[CH:5]=[CH:4][CH:3]=1)[CH2:13][CH2:12]4.[N:18]1[CH:23]=[CH:22][C:21](B(O)O)=[CH:20][CH:19]=1>>[N:18]1[CH:23]=[CH:22][C:21]([C:2]2[C:10]3[NH:9][C:8]4[CH:11]5[CH2:17][CH2:16][N:14]([CH2:15][C:7]=4[C:6]=3[CH:5]=[CH:4][CH:3]=2)[CH2:13][CH2:12]5)=[CH:20][CH:19]=1. Reported procedure: The product of Example 1B (100 mg, 0.34 mmol) and pyridine-4-boronic acid (52 mg, 0.38 mmol; Aldrich) were processed as described in Example 4 to provide the title compound: 1H NMR (400 MHz, methanol-d4) δ ppm 2.06-2.17 (m, 4 H), 3.06-3.18 (m, 3 H), 3.23-3.29 (m, 2 H), 4.30 (s, 2 H), 7.13 (t, J=7.6 Hz, 1 H), 7.17-7.20 (m, 1 H), 7.41 (dd, J=7.6, 1.2 Hz, 1 H), 7.70-7.74 (m, 2 H), 8.58-8.64 (m, 2 H); MS (APCI) m/z 290 (M+H)+. Reactants: [BH4-], CC(C)CNc1c([N+](=O)[O-])cnc2cc(OCc3ccccc3)ccc12, CO, ClCCl, [Na+], Cl[Ni]Cl. Yields the product CC(C)CNc1c(N)cnc2cc(OCc3ccccc3)ccc12. As a reaction SMILES: [BH4-:1].[CH2:3]([c:4]1[cH:5][cH:6][cH:7][cH:8][cH:9]1)[O:10][c:11]1[cH:12][cH:13][c:14]2[c:15]([NH:24][CH2:25][CH:26]([CH3:27])[CH3:28])[c:16]([N+:21]([O-:22])=[O:23])[cH:17][n:18][c:19]2[cH:20]1.[CH3:29][OH:30].[Cl:31][CH2:32][Cl:33].[Na+:2].[Ni:34]([Cl:35])[Cl:36]>>[CH2:3]([c:4]1[cH:5][cH:6][cH:7][cH:8][cH:9]1)[O:10][c:11]1[cH:12][cH:13][c:14]2[c:15]([NH:24][CH2:25][CH:26]([CH3:27])[CH3:28])[c:16]([NH2:21])[cH:17][n:18][c:19]2[cH:20]1. Reactants: O=C([O-])[O-], CN(C)C=O, CC1Cc2cc3c(cc2C(c2ccc([N+](=O)[O-])cc2)=NN1C(=O)NCCCl)OCO3, [I-], [K+], [K+], [Na+], O. Yields the product CC1Cc2cc3c(cc2C(c2ccc([N+](=O)[O-])cc2)=NN1C1=NCCO1)OCO3. Reaction SMILES: [C:31](=[O:32])([O-:33])[O-:34].[CH3:39][N:40]([CH3:41])[CH:42]=[O:43].[Cl:1][CH2:2][CH2:3][NH:4][C:5](=[O:6])[N:7]1[N:8]=[C:9]([c:22]2[cH:23][cH:24][c:25]([N+:28](=[O:29])[O-:30])[cH:26][cH:27]2)[c:10]2[c:11]([cH:15][c:16]3[c:17]([cH:18]2)[O:19][CH2:20][O:21]3)[CH2:12][CH:13]1[CH3:14].[I-:38].[K+:35].[K+:36].[Na+:37].[OH2:44]>>[CH2:2]1[CH2:3][N:4]=[C:5]([N:7]2[N:8]=[C:9]([c:22]3[cH:23][cH:24][c:25]([N+:28](=[O:29])[O-:30])[cH:26][cH:27]3)[c:10]3[c:11]([cH:15][c:16]4[c:17]([cH:18]3)[O:19][CH2:20][O:21]4)[CH2:12][CH:13]2[CH3:14])[O:6]1. The reactants are O (water), C1(=CC=CC=C1)C(CCC(C)=O)=O (1-phenyl-1,4-pentanedione), C1=CC=CC1 (cyclopentadiene), [Na] (sodium). Solvent: CO (methanol). Reaction conditions: temperature 0 celsius. Product: CC1=C2C=CCC2=C(C=C1)C1=CC=CC=C1 (4-Methyl-7-phenylindene). RXN SMILES: [Na].[C:2]1([C:8](=O)[CH2:9][CH2:10][C:11](=O)[CH3:12])[CH:7]=[CH:6][CH:5]=[CH:4][CH:3]=1.[CH:15]1[CH2:19][CH:18]=[CH:17][CH:16]=1.O>CO>[CH3:12][C:11]1[CH:10]=[CH:9][C:8]([C:2]2[CH:7]=[CH:6][CH:5]=[CH:4][CH:3]=2)=[C:15]2[C:16]=1[CH:17]=[CH:18][CH2:19]2 |^1:0|. Reported procedure: 5 g (0.21 mol}of sodium were dissolved in 100 ml of methanol in a Schlenk tube and the solution was cooled to 0° C. A mixture of 15.8 g (0.84 mol) of 1-phenyl-1,4-pentanedione and 7.3 ml (5.8 g, 0.08 mol) of cyclopentadiene was added dropwise in the course of 15 minutes. The red solution was stirred at room temperature overnight, hydrolyzed with 200 ml of water and extracted five times with 75 ml of petroleum ether each time. The combined organic extracts were filtered and concentrated to drynes... Starting materials: C1(=CC=CC=C1)OC1=CC=CC=C1 (Diphenyl ether), CC1(OC(C(C(O1)=O)=CNC=1SC=C(C1)C1=CC=CC=C1)=O)C (2,2-dimethyl-5-[(4-phenyl-thiophen-2-ylamino)-methylene]-[1,3]dioxane-4,6-dione). The solvent is petroleum ether. As a reaction SMILES: [C:1]1([O:7][C:8]2[CH:13]=CC=C[CH:9]=2)[CH:6]=CC=C[CH:2]=1.CC1(C)O[C:19](=[O:21])[C:18](=[CH:22][NH:23][C:24]2[S:25][CH:26]=[C:27]([C:29]3[CH:34]=[CH:33][CH:32]=[CH:31][CH:30]=3)[CH:28]=2)C(=O)O1>>[CH:1]([O:7][CH:8]([CH3:13])[CH3:9])([CH3:6])[CH3:2].[C:29]1([C:27]2[C:28]3[C:19](=[O:21])[CH:18]=[CH:22][NH:23][C:24]=3[S:25][CH:26]=2)[CH:30]=[CH:31][CH:32]=[CH:33][CH:34]=1. Procedure: Diphenyl ether (15 ml) was heated to reflux and 2,2-dimethyl-5-[(4-phenyl-thiophen-2-ylamino)-methylene]-[1,3]dioxane-4,6-dione (1.41 g, 4.29 mmol) was added in portions with evolution of gas. The reaction mixture was kept at reflux for a further 45 min, before cooling to room temperature. Trituration with diisopropyl ether and petroleum ether (40-60°) gave 3-phenyl-7H-thieno[2,3-b]pyridine-4-one. Yield=0.7 g, (72%). Product: C(C)(C)OC(C)C (diisopropyl ether), C1(=CC=CC=C1)C1=CSC=2NC=CC(C21)=O (3-phenyl-7H-thieno[2,3-b]pyridine-4-one). Starting materials: C1=NC=CC=2C(=CC=CC12)S(=O)(=O)N1CCNCCC1 (1-(5-isoquinolinesulfonyl)homopiperazine), Cl (hydrochloric acid). Solvent: CO (methanol). Procedure details: 5 g of 1-(5-isoquinolinesulfonyl)homopiperazine (Compound(1)) as prepared in substantially the same manner as in Example 3 was dissolved in 40 ml of methanol, and the pH of the solution was adjusted to 6 with 1N hydrochloric acid. Then the solution was condensed under reduced pressure to obtain a crystalline residue. The crystalline residue thus obtained was recrystallized from methanol-ether to obtain 1-(5isoquinolinesulfonyl)homopiperazine hydrochloride. Analytical data on this compound are gi... As a reaction SMILES: [CH:1]1[C:10]2[CH:9]=[CH:8][CH:7]=[C:6]([S:11]([N:14]3[CH2:20][CH2:19][CH2:18][NH:17][CH2:16][CH2:15]3)(=[O:13])=[O:12])[C:5]=2[CH:4]=[CH:3][N:2]=1.[ClH:21]>CO>[ClH:21].[CH:1]1[C:10]2[CH:9]=[CH:8][CH:7]=[C:6]([S:11]([N:14]3[CH2:20][CH2:19][CH2:18][NH:17][CH2:16][CH2:15]3)(=[O:12])=[O:13])[C:5]=2[CH:4]=[CH:3][N:2]=1 |f:3.4|. Product: Cl.C1=NC=CC=2C(=CC=CC12)S(=O)(=O)N1CCNCCC1 (1-(5isoquinolinesulfonyl)homopiperazine hydrochloride).